This data is from the Open Reaction Database (ORD), a public repository of structured organic reaction records. The task is: describe an organic reaction: reactants, conditions, products, and yield The reactants are [BH4-], C1CCOC1, CS(=O)(=O)O, CC(C)O, Cl, [Na+], [Na+], O=C([O-])O, NC(=CC(=O)N1CCn2c(nnc2C(F)(F)F)C1)Cc1cc(F)c(F)cc1F. Product: NC(CC(=O)N1CCn2c(nnc2C(F)(F)F)C1)Cc1cc(F)c(F)cc1F. Reaction SMILES: [BH4-:1].[CH2:46]1[O:47][CH2:48][CH2:49][CH2:50]1.[CH3:3][S:4](=[O:5])(=[O:6])[OH:7].[CH:42]([OH:43])([CH3:44])[CH3:45].[ClH:36].[Na+:2].[Na+:41].[O-:37][C:38]([OH:39])=[O:40].[O:8]=[C:9]([CH:10]=[C:11]([CH2:12][c:13]1[c:14]([F:21])[cH:15][c:16]([F:20])[c:17]([F:19])[cH:18]1)[NH2:22])[N:23]1[CH2:24][c:25]2[n:26]([c:29]([C:32]([F:33])([F:34])[F:35])[n:30][n:31]2)[CH2:27][CH2:28]1>>[O:8]=[C:9]([CH2:10][CH:11]([CH2:12][c:13]1[c:14]([F:21])[cH:15][c:16]([F:20])[c:17]([F:19])[cH:18]1)[NH2:22])[N:23]1[CH2:24][c:25]2[n:26]([c:29]([C:32]([F:33])([F:34])[F:35])[n:30][n:31]2)[CH2:27][CH2:28]1. Yields the product Clc1nc(Cl)nc(N2CC3CCC(CC3)C2)n1. Starting materials: CC(C)=O, C1CC2CCC1CNC2, Clc1nc(Cl)nc(Cl)n1, [Na+], [OH-], O. Reaction SMILES: [CH3:22][C:23](=[O:24])[CH3:25].[CH:10]12[CH2:11][NH:12][CH2:13][CH:14]([CH2:15][CH2:16]1)[CH2:17][CH2:18]2.[Cl:1][c:2]1[n:3][c:4]([Cl:5])[n:6][c:7]([Cl:8])[n:9]1.[Na+:20].[OH-:19].[OH2:21]>>[c:2]1([N:12]2[CH2:11][CH:10]3[CH2:16][CH2:15][CH:14]([CH2:13]2)[CH2:17][CH2:18]3)[n:3][c:4]([Cl:5])[n:6][c:7]([Cl:8])[n:9]1. Reactants: P12(=S)SP3(=S)SP(=S)(S1)SP(=S)(S2)S3 (P4S10), C(=O)N (formamide), [N+](=O)([O-])C1=CC=C(C(=O)O[C@](CC)(C(F)(F)F)C=2N=NN(C2)CC2=CC=C3C(=CC(=NC3=C2)C#N)C(CBr)=O)C=C1 ((S)-1-(1-{[4-(bromoacetyl)-2-cyanoquinolin-7-yl]methyl}-1H-1,2,3-triazol-4-yl)-1-(trifluoromethyl)propyl 4-nitrobenzoate). The solvent is O1CCOCC1 (dioxane), O1CCOCC1 (dioxane), C(C)(=O)OCC (ethyl acetate). Run at time 8 hour. Product: [N+](=O)([O-])C1=CC=C(C(=O)O[C@](CC)(C(F)(F)F)C=2N=NN(C2)CC2=CC=C3C(=CC(=NC3=C2)C#N)C=2N=CSC2)C=C1 ((1S)-1-(1-{[2-cyano-4-(1,3-thiazol-4-yl)quinolin-7-yl]methyl}-1H-1,2,3-triazol-4-yl)-1-(trifluoromethyl)propyl 4-nitrobenzoate). Reaction SMILES: P12(SP3(SP(SP(S3)(S1)=S)(=S)S2)=S)=[S:2].[CH:15]([NH2:17])=O.[N+:18]([C:21]1[CH:58]=[CH:57][C:24]([C:25]([O:27][C@@:28]([C:35]2[N:36]=[N:37][N:38]([CH2:40][C:41]3[CH:50]=[C:49]4[C:44]([C:45]([C:53](=O)[CH2:54]Br)=[CH:46][C:47]([C:51]#[N:52])=[N:48]4)=[CH:43][CH:42]=3)[CH:39]=2)([C:31]([F:34])([F:33])[F:32])[CH2:29][CH3:30])=[O:26])=[CH:23][CH:22]=1)([O-:20])=[O:19]>O1CCOCC1.C(OCC)(=O)C>[N+:18]([C:21]1[CH:58]=[CH:57][C:24]([C:25]([O:27][C@@:28]([C:35]2[N:36]=[N:37][N:38]([CH2:40][C:41]3[CH:50]=[C:49]4[C:44]([C:45]([C:53]5[N:17]=[CH:15][S:2][CH:54]=5)=[CH:46][C:47]([C:51]#[N:52])=[N:48]4)=[CH:43][CH:42]=3)[CH:39]=2)([C:31]([F:34])([F:33])[F:32])[CH2:29][CH3:30])=[O:26])=[CH:23][CH:22]=1)([O-:20])=[O:19]. Procedure: To a solution of P4S10 (34 mg, 0.08 mmol) in dioxane (1 mL) at 0° C. was added formamide (57 mg, 1.26 mmol). The reaction mixture was warmed to room temperature for 1 h. A solution of 1-(1-{[4-(bromoacetyl)-2-cyanoquinolin-7-yl]methyl}-1H-1,2,3-triazol-4-yl)-1-(trifluoromethyl)propyl 4-nitrobenzoate (see Example 52, Step 2) (160 mg, 0.25 mmol) in dioxane (1 mL) was then added and the mixture stirred at room temperature overnight. The reaction mixture was diluted in ethyl acetate, washed with wat... The reactants are CN(C(=O)OC=1C=C(C=CC1)NC(=O)C1(CCN(CC1)C(=O)OC(C)(C)C)CC=1N=CN(C1)C(C1=CC=CC=C1)(C1=CC=CC=C1)C1=CC=CC=C1)C (tert-butyl 4-(3-(dimethylcarbamoyloxy)phenylcarbamoyl)-4-((1-trityl-1H-imidazol-4-yl)methyl)piperidine-1-carboxylate), Cl (HCl). Run in CO (MeOH). Reaction conditions: temperature 60 celsius. Product: CN(C(OC1=CC(=CC=C1)NC(=O)C1(CCNCC1)CC=1N=CNC1)=O)C (3-(4-((1H-imidazol-4-yl)methyl)piperidine-4-carboxamido)phenyl dimethylcarbamate). Yield: 89.7%. Reaction SMILES: [CH3:1][N:2]([CH3:53])[C:3]([O:5][C:6]1[CH:7]=[C:8]([NH:12][C:13]([C:15]2([CH2:28][C:29]3[N:30]=[CH:31][N:32](C(C4C=CC=CC=4)(C4C=CC=CC=4)C4C=CC=CC=4)[CH:33]=3)[CH2:20][CH2:19][N:18](C(OC(C)(C)C)=O)[CH2:17][CH2:16]2)=[O:14])[CH:9]=[CH:10][CH:11]=1)=[O:4].Cl>CO>[CH3:53][N:2]([CH3:1])[C:3](=[O:4])[O:5][C:6]1[CH:11]=[CH:10][CH:9]=[C:8]([NH:12][C:13]([C:15]2([CH2:28][C:29]3[N:30]=[CH:31][NH:32][CH:33]=3)[CH2:20][CH2:19][NH:18][CH2:17][CH2:16]2)=[O:14])[CH:7]=1. Procedure: To a solution of tert-butyl 4-(3-(dimethylcarbamoyloxy)-phenylcarbamoyl)-4-((1-trityl-1H-imidazol-4-yl)methyl)piperidine-1-carboxylate from step C (180 mg) in MeOH (5 mL) was added HCl (1 N in dioxane, 1 mL). The reaction was heated at 60° C. for 1 hour, and then concentrated under vacuum. The residue was dissolved in EtOAc (5 mL), washed with aq. NaHCO3 and brine, dried over Na2SO4, filtered, and concentrated under vacuum to produce the title compound (84 mg, 93%). MS (ES+) [M+H]+=372.2. The reactants are CSC1=NCCS1, CC(C)C(Nc1ncccn1)C(=O)N1CCCC1c1ncc(-c2ccc(-c3ccc(-c4cnc(C5CCCN5C(=O)OC(C)(C)C)[nH]4)cc3)cc2)[nH]1, COC(=O)NC(C(=O)N1CCCC1c1ncc(-c2ccc(-c3ccc(-c4cnc(C5CCCN5C(=O)C(N)C(C)C)[nH]4)cc3)cc2)[nH]1)C(C)C. The product is COC(=O)NC(C(=O)N1CCCC1c1ncc(-c2ccc(-c3ccc(-c4cnc(C5CCCN5C(=O)C(NC5=NCCS5)C(C)C)[nH]4)cc3)cc2)[nH]1)C(C)C. As a reaction SMILES: [CH3:51][S:52][C:53]1=[N:57][CH2:56][CH2:55][S:54]1.[CH3:58][CH:59]([CH3:60])[CH:61]([NH:62][c:63]1[n:64][cH:65][cH:66][cH:67][n:68]1)[C:69]([N:70]1[CH2:71][CH2:72][CH2:73][CH:74]1[c:75]1[nH:76][c:77](-[c:78]2[cH:79][cH:80][c:81](-[c:82]3[cH:83][cH:84][c:85](-[c:86]4[nH:87][c:88]([CH:89]5[CH2:90][CH2:91][CH2:92][N:93]5[C:94]([O:95][C:96]([CH3:97])([CH3:98])[CH3:99])=[O:100])[n:101][cH:102]4)[cH:103][cH:104]3)[cH:105][cH:106]2)[cH:107][n:108]1)=[O:109].[NH2:1][CH:2]([C:3](=[O:4])[N:5]1[CH:6]([c:10]2[nH:11][c:12](-[c:15]3[cH:16][cH:17][c:18](-[c:21]4[cH:22][cH:23][c:24](-[c:27]5[cH:28][n:29][c:30]([CH:32]6[N:33]([C:37]([CH:38]([CH:39]([CH3:40])[CH3:41])[NH:42][C:43]([O:44][CH3:45])=[O:46])=[O:47])[CH2:34][CH2:35][CH2:36]6)[nH:31]5)[cH:25][cH:26]4)[cH:19][cH:20]3)[cH:13][n:14]2)[CH2:7][CH2:8][CH2:9]1)[CH:48]([CH3:49])[CH3:50]>>[NH:1]([CH:2]([C:3](=[O:4])[N:5]1[CH:6]([c:10]2[nH:11][c:12](-[c:15]3[cH:16][cH:17][c:18](-[c:21]4[cH:22][cH:23][c:24](-[c:27]5[cH:28][n:29][c:30]([CH:32]6[N:33]([C:37]([CH:38]([CH:39]([CH3:40])[CH3:41])[NH:42][C:43]([O:44][CH3:45])=[O:46])=[O:47])[CH2:34][CH2:35][CH2:36]6)[nH:31]5)[cH:25][cH:26]4)[cH:19][cH:20]3)[cH:13][n:14]2)[CH2:7][CH2:8][CH2:9]1)[CH:48]([CH3:49])[CH3:50])[C:53]1=[N:57][CH2:56][CH2:55][S:54]1.